This data is from the Open Reaction Database (ORD), a public repository of structured organic reaction records. The task is: describe an organic reaction: reactants, conditions, products, and yield Starting materials: C(C)OC(CCC1=C(C=C(C=C1C)CCC(=O)C=1SC(=C2C1CCC(C2)(C)C)C(F)(F)F)CC)=O (3-{4-[3-(5,5-dimethyl-3-trifluoromethyl-4,5,6,7-tetrahydro-benzo[c]thiophen-1-yl)-3-oxo-propyl]-2-ethyl-6-methyl-phenyl}-propionic acid ethyl ester). Solvent: C1CCOC1 (THF), CO (methanol), [Li+].[OH-] (LiOH), C(CC(O)(C(=O)O)CC(=O)O)(=O)O (citric acid). Yields the product CC1(CC=2C(=C(SC2C(F)(F)F)C(CCC2=CC(=C(C(=C2)C)CCC(=O)O)CC)=O)CC1)C (3-{4-[3-(5,5-dimethyl-3-trifluoromethyl-4,5,6,7-tetrahydro-benzo[c]thiophen-1-yl)-3-oxo-propyl]-2-ethyl-6-methyl-phenyl}-propionic acid). The yield is 64.2%. As a reaction SMILES: C([O:3][C:4](=[O:35])[CH2:5][CH2:6][C:7]1[C:12]([CH3:13])=[CH:11][C:10]([CH2:14][CH2:15][C:16]([C:18]2[S:19][C:20]([C:29]([F:32])([F:31])[F:30])=[C:21]3[CH2:26][C:25]([CH3:28])([CH3:27])[CH2:24][CH2:23][C:22]=23)=[O:17])=[CH:9][C:8]=1[CH2:33][CH3:34])C>C1COCC1.CO.[Li+].[OH-].C(O)(=O)CC(CC(O)=O)(C(O)=O)O>[CH3:28][C:25]1([CH3:27])[CH2:24][CH2:23][C:22]2=[C:18]([C:16](=[O:17])[CH2:15][CH2:14][C:10]3[CH:11]=[C:12]([CH3:13])[C:7]([CH2:6][CH2:5][C:4]([OH:35])=[O:3])=[C:8]([CH2:33][CH3:34])[CH:9]=3)[S:19][C:20]([C:29]([F:32])([F:30])[F:31])=[C:21]2[CH2:26]1 |f:3.4|. Reported procedure: A solution of 3-{4-[3-(5,5-dimethyl-3-trifluoromethyl-4,5,6,7-tetrahydro-benzo[c]thiophen-1-yl)-3-oxo-propyl]-2-ethyl-6-methyl-phenyl}-propionic acid ethyl ester (340 mg, 0.668 mmol) in THF (5 mL), methanol (4 mL) and 2 N aq. LiOH (2 mL) is stirred at rt for 2 h before it is diluted with 10% aq. citric acid solution and extracted with DCM (3×75 mL). The combined organic extracts are dried over MgSO4, filtered and the solvent of the filtrate is evaporated. The crude product is purified on prep. T...